From a dataset of the Open Reaction Database (ORD), a public repository of structured organic reaction records. describe an organic reaction: reactants, conditions, products, and yield Reactants: ClC1=C(C(=CC(=C1OC(C)C)CO)C1CC1)C1=C(C=C(C=C1)F)F ((2-chloro-6-cyclopropyl-2′,4′-difluoro-3-isopropoxybiphenyl-4-yl)methanol). The reagents and catalysts are [O-2].[O-2].[Mn+4] (Manganese dioxide). The solvent is C1(=CC=CC=C1)C (toluene). Reaction conditions: time 1 hour. The product is ClC1=C(C(=CC(=C1OC(C)C)C=O)C1CC1)C1=C(C=C(C=C1)F)F (2-Chloro-6-cyclopropyl-2′,4′-difluoro-3-isopropoxybiphenyl-4-carbaldehyde). The yield is 77.0%. As a reaction SMILES: [Cl:1][C:2]1[C:7]([O:8][CH:9]([CH3:11])[CH3:10])=[C:6]([CH2:12][OH:13])[CH:5]=[C:4]([CH:14]2[CH2:16][CH2:15]2)[C:3]=1[C:17]1[CH:22]=[CH:21][C:20]([F:23])=[CH:19][C:18]=1[F:24]>[O-2].[O-2].[Mn+4].C1(C)C=CC=CC=1>[Cl:1][C:2]1[C:7]([O:8][CH:9]([CH3:10])[CH3:11])=[C:6]([CH:12]=[O:13])[CH:5]=[C:4]([CH:14]2[CH2:16][CH2:15]2)[C:3]=1[C:17]1[CH:22]=[CH:21][C:20]([F:23])=[CH:19][C:18]=1[F:24] |f:1.2.3|. Procedure: Manganese dioxide (5.37 g) was added at room temperature to a toluene (30 mL) solution of (2-chloro-6-cyclopropyl-2′,4′-difluoro-3-isopropoxybiphenyl-4-yl)methanol (2.18 g), and the mixture was stirred at 60 C for 1 hour in a nitrogen atmosphere. The solid was filtered off, and then, the filtrate was concentrated under reduced pressure. The obtained residue was purified by silica gel column chromatography (hexane/ethyl acetate) to obtain the title compound (1.67 g)